describe an organic reaction: reactants, conditions, products, and yield From a dataset of the Open Reaction Database (ORD), a public repository of structured organic reaction records. Reactants: OCC(C)(C)C1=NN=C(S1)NC(C(CCC)NC1CC2=C(C=C(C=C2CC1)F)F)=O (2-(6,8-difluoro-1,2,3,4-tetrahydro-naphthalen-2-ylamino)-pentanoic acid [5-(2-hydroxy-1,1-dimethyl-ethyl)-[1,3,4]thiadiazol-2-yl]-amide), CC(=O)OI1(C=2C=CC=CC2C(=O)O1)(OC(=O)C)OC(=O)C (Dess-Martin), CS(=O)C (DMSO). Run in C(Cl)Cl (methylene chloride). The product is CC(C=O)(C)C1=NN=C(S1)NC(C(CCC)NC1CC2=C(C=C(C=C2CC1)F)F)=O (2-(6,8-difluoro-1,2,3,4-tetrahydro-naphthalen-2-ylamino)-pentanoic acid [5-(1,1-dimethyl-2-oxo-ethyl)-[1,3,4]thiadiazol-2-yl]-amide). RXN SMILES: [OH:1][CH2:2][C:3]([C:6]1[S:10][C:9]([NH:11][C:12](=[O:30])[CH:13]([NH:17][CH:18]2[CH2:27][CH2:26][C:25]3[C:20](=[C:21]([F:29])[CH:22]=[C:23]([F:28])[CH:24]=3)[CH2:19]2)[CH2:14][CH2:15][CH3:16])=[N:8][N:7]=1)([CH3:5])[CH3:4].CC(OI1(OC(C)=O)(OC(C)=O)OC(=O)C2C=CC=CC1=2)=O.CS(C)=O>C(Cl)Cl>[CH3:4][C:3]([C:6]1[S:10][C:9]([NH:11][C:12](=[O:30])[CH:13]([NH:17][CH:18]2[CH2:27][CH2:26][C:25]3[C:20](=[C:21]([F:29])[CH:22]=[C:23]([F:28])[CH:24]=3)[CH2:19]2)[CH2:14][CH2:15][CH3:16])=[N:8][N:7]=1)([CH3:5])[CH:2]=[O:1]. Reported procedure: A mixture of 2-(6,8-difluoro-1,2,3,4-tetrahydro-naphthalen-2-ylamino)-pentanoic acid [5-(2-hydroxy-1,1-dimethyl-ethyl)-[1,3,4]thiadiazol-2-yl]-amide (60 mg) and Dess-Martin oxidizing agent (100 mg) in methylene chloride (1 mL) and DMSO(1 mL) was stirred at room temperature for 4 hr. The mixture was quenched with water and extracted with ethyl acetate. The organic layer was separated and concentrated. The residue was purified by silica gel column chromatography using 20% to 50% ethyl acetate in h... Reactants: [BH3-]C#N, CC(=O)[O-], CC1(C)CC(=O)c2ccccc2O1, CO, [NH4+], [Na+]. Yields the product CC1(C)CC(N)c2ccccc2O1. RXN SMILES: [C:19](#[N:20])[BH3-:21].[CH3:15][C:16](=[O:17])[O-:18].[CH3:1][C:2]1([CH3:13])[O:3][c:4]2[cH:5][cH:6][cH:7][cH:8][c:9]2[C:10](=[O:12])[CH2:11]1.[CH3:23][OH:24].[NH4+:14].[Na+:22]>>[CH3:1][C:2]1([CH3:13])[O:3][c:4]2[cH:5][cH:6][cH:7][cH:8][c:9]2[CH:10]([NH2:20])[CH2:11]1. Reactants: O(C1=CC=CC=C1)C1=CC=C(OCCCBr)C=C1 (3-[4-(phenoxy)-phenoxy]-1-bromopropane), ice water, [H-].[Na+] (sodium hydride), N1C=NC=C1 (imidazole), [H][H] (hydrogen). Run in CN(C=O)C (dimethylformamide), CN(C=O)C (dimethylformamide). Run at temperature 80 celsius. The product is O(C1=CC=CC=C1)C1=CC=C(OCCCN2C=NC=C2)C=C1 (N-[(p-phenoxyphenoxy)-n-propyl]-imidazole). The yield is 82.2%. Reaction SMILES: [H-].[Na+].[NH:3]1[CH:7]=[CH:6][N:5]=[CH:4]1.[H][H].[O:10]([C:17]1[CH:27]=[CH:26][C:20]([O:21][CH2:22][CH2:23][CH2:24]Br)=[CH:19][CH:18]=1)[C:11]1[CH:16]=[CH:15][CH:14]=[CH:13][CH:12]=1>CN(C)C=O>[O:10]([C:17]1[CH:18]=[CH:19][C:20]([O:21][CH2:22][CH2:23][CH2:24][N:3]2[CH:7]=[CH:6][N:5]=[CH:4]2)=[CH:26][CH:27]=1)[C:11]1[CH:12]=[CH:13][CH:14]=[CH:15][CH:16]=1 |f:0.1|. Procedure details: 1.98 g of 80% strength sodium hydride is added in portions to a solution of 4.25 g of imidazole in 70 ml of dimethylformamide. Upon completion of hydrogen evolution the mixture is stirred for a further 3 hours at 60° C., after which a solution of 18.42 g of 3-[4-(phenoxy)-phenoxy]-1-bromopropane in 40 ml of dimethylformamide is added. The mixture is heated for 8 hours at 80° C. and then poured into 2.5 liters of ice water. The solid which separates out is filtered off in a desiccator, dried over... The reactants are O (water), ClC1=C(C=C(C=C1)C)OC(C1=CC=CC=C1)=O (benzoic acid 2-chloro-5-methyl-phenyl ester), BrN1C(CCC1=O)=O (N-bromo-succinimide), C(C1=CC=CC=C1)(=O)OOC(C1=CC=CC=C1)=O (dibenzoyl peroxide). Run in C(C)OCC (diethyl ether), C(Cl)(Cl)(Cl)Cl (carbon tetrachloride). Yields the product BrCC=1C=CC(=C(C1)OC(C1=CC=CC=C1)=O)Cl (Benzoic Acid 5-bromomethyl-2-chloro-phenyl ester). Reaction SMILES: [Cl:1][C:2]1[CH:7]=[CH:6][C:5]([CH3:8])=[CH:4][C:3]=1[O:9][C:10](=[O:17])[C:11]1[CH:16]=[CH:15][CH:14]=[CH:13][CH:12]=1.[Br:18]N1C(=O)CCC1=O.C(OOC(=O)C1C=CC=CC=1)(=O)C1C=CC=CC=1.O>C(Cl)(Cl)(Cl)Cl.C(OCC)C>[Br:18][CH2:8][C:5]1[CH:6]=[CH:7][C:2]([Cl:1])=[C:3]([O:9][C:10](=[O:17])[C:11]2[CH:12]=[CH:13][CH:14]=[CH:15][CH:16]=2)[CH:4]=1. Procedure details: A mixture of benzoic acid 2-chloro-5-methyl-phenyl ester (CAB02124, 2.47 g, 10.0 mmol), N-bromo-succinimide (1.96 g, 11.0 mmol) and dibenzoyl peroxide (10 mg) in carbon tetrachloride (25 mL) was heated to reflux for 1 hour (TLC-control). After cooling to room temperature water (50 mL) and diethyl ether (100 mL) were added. The organic layer was separated, washed with brine (20 mL), dried over sodium sulphate and concentrated under reduced pressure. The residue was purified by column chromatograp... Starting materials: CN(C)P(=O)(N(C)C)N(C)C, Cl, CCOC(=O)C(=O)c1csc(N)n1, S=C=Nc1ccccc1. The product is CCOC(=O)C(=O)c1csc(NC(=S)Nc2ccccc2)n1. RXN SMILES: [CH3:24][N:25]([CH3:26])[P:27](=[O:28])([N:29]([CH3:30])[CH3:31])[N:32]([CH3:33])[CH3:34].[ClH:23].[NH2:1][c:2]1[s:3][cH:4][c:5]([C:7]([C:8](=[O:9])[O:10][CH2:11][CH3:12])=[O:13])[n:6]1.[c:14]1([N:20]=[C:21]=[S:22])[cH:15][cH:16][cH:17][cH:18][cH:19]1>>[NH:1]([c:2]1[s:3][cH:4][c:5]([C:7]([C:8](=[O:9])[O:10][CH2:11][CH3:12])=[O:13])[n:6]1)[C:21]([NH:20][c:14]1[cH:15][cH:16][cH:17][cH:18][cH:19]1)=[S:22]. The reactants are ClC=1C(N(N=CC1N[C@H]1[C@@H]([C@@H]2C([C@H](C1)C2)(C)C)C)C[C@H]2OC2)=O (4-Chloro-2-[(2R)-oxiran-2-ylmethyl]-5-{[(1R,2R,3R,5S)-2,6,6-trimethylbicyclo[3.1.1]hept-3-yl]amino}pyridazin-3(2H)-one), N1=CC=C(C=C1)CN (1-(pyridin-4-yl)methanamine). The solvent is C(C)O (ethanol). Product: ClC=1C(N(N=CC1N[C@H]1[C@@H]([C@@H]2C([C@H](C1)C2)(C)C)C)C[C@H](CNCC2=CC=NC=C2)O)=O (4-Chloro-2-{(2S)-2-hydroxy-3-[(pyridin-4-ylmethyl)amino]propyl}-5-{[(1R,2R,3R,5S)-2,6,6-trimethylbicyclo[3.1.1]hept-3-yl]amino}pyridazin-3(2H)-one). Isolated yield 30.2%. RXN SMILES: [Cl:1][C:2]1[C:3](=[O:23])[N:4]([CH2:19][C@@H:20]2[CH2:22][O:21]2)[N:5]=[CH:6][C:7]=1[NH:8][C@@H:9]1[CH2:14][C@@H:13]2[CH2:15][C@@H:11]([C:12]2([CH3:17])[CH3:16])[C@H:10]1[CH3:18].[N:24]1[CH:29]=[CH:28][C:27]([CH2:30][NH2:31])=[CH:26][CH:25]=1>C(O)C>[Cl:1][C:2]1[C:3](=[O:23])[N:4]([CH2:19][C@@H:20]([OH:21])[CH2:22][NH:31][CH2:30][C:27]2[CH:28]=[CH:29][N:24]=[CH:25][CH:26]=2)[N:5]=[CH:6][C:7]=1[NH:8][C@@H:9]1[CH2:14][C@@H:13]2[CH2:15][C@@H:11]([C:12]2([CH3:17])[CH3:16])[C@H:10]1[CH3:18]. Reported procedure: 4-Chloro-2-[(2R)-oxiran-2-ylmethyl]-5-{[(1R,2R,3R,5S)-2,6,6-trimethylbicyclo[3.1.1]hept-3-yl]amino}pyridazin-3(2H)-one (0.141 mmol) in ethanol (2 mL) was stirred with 1-(pyridin-4-yl)methanamine (17 μL, 0.17 mmol) at 80° C. for 8 hours. After cooling, the reaction solution was concentrated, mixed with water and extracted with ethyl acetate, and the extract was evaporated under reduced pressure. The residue was purified by preparative thin layer chromatography (chloroform/methanol=9/1) to give th... Reactants: solution, CC[O-].[Na+] (NaOEt), FC1=C(C(=CC=C1)F)N1C(NCC=2C1=NC(=NC2C2=C(C=C(C=C2)F)C)S(=O)(=O)C)=O (1-(2,6-difluorophenyl)-5-(4-fluoro-2-methylphenyl)-7-methylsulfonyl-3,4-dihydro-1H-pyrimido[4,5-d]pyrimidin-2-one). The solvent is CCO (EtOH), CCO (EtOH). The product is FC1=C(C(=CC=C1)F)N1C(NCC=2C1=NC(=NC2C2=C(C=C(C=C2)F)C)OCC)=O (1-(2,6-Difluorophenyl)-5-(4-fluoro-2-methylphenyl)-7-ethoxy-3,4-dihydro-1H-pyrimido[4,5-d]pyrimidin-2-one). Reaction SMILES: [F:1][C:2]1[CH:7]=[CH:6][CH:5]=[C:4]([F:8])[C:3]=1[N:9]1[C:14]2=[N:15][C:16](S(C)(=O)=O)=[N:17][C:18]([C:19]3[CH:24]=[CH:23][C:22]([F:25])=[CH:21][C:20]=3[CH3:26])=[C:13]2[CH2:12][NH:11][C:10]1=[O:31].[CH3:32][CH2:33][O-:34].[Na+]>CCO>[F:1][C:2]1[CH:7]=[CH:6][CH:5]=[C:4]([F:8])[C:3]=1[N:9]1[C:14]2=[N:15][C:16]([O:34][CH2:33][CH3:32])=[N:17][C:18]([C:19]3[CH:24]=[CH:23][C:22]([F:25])=[CH:21][C:20]=3[CH3:26])=[C:13]2[CH2:12][NH:11][C:10]1=[O:31] |f:1.2|. Reported procedure: The product of Example 3 (0.0658 g, 0.147 mmol) was suspended in EtOH (2 mL) and stirred under argon. A 0.5 M solution of NaOEt in EtOH (0.587 mL, 0.294 mmol) was added. After 15 min the solvent was removed in vacuo, and the residue partitioned between EtOAc and H2O. The organic phase was washed with H2O (2×), satd aq NaCl (1×), dried over anhydrous Na2SO4, filtered, and evaporated to give the crude product. Flash chromatography on silica gel eluted with 0-5% EtOAc/CH2Cl2 gave the title compound... The product is CC(N=[N+]=[N-])C(O)(c1ccccc1)c1ccccc1. The reactants are CN(C)C=O, [N-]=[N+]=[N-], [Na+], O, CC1OC1(c1ccccc1)c1ccccc1. As a reaction SMILES: [CH3:22][N:23]([CH3:24])[CH:25]=[O:26].[N-:17]=[N+:18]=[N-:19].[Na+:20].[OH2:21].[c:1]1([C:7]2([c:11]3[cH:12][cH:13][cH:14][cH:15][cH:16]3)[O:8][CH:9]2[CH3:10])[cH:2][cH:3][cH:4][cH:5][cH:6]1>>[c:1]1([C:7]([OH:8])([CH:9]([CH3:10])[N:17]=[N+:18]=[N-:19])[c:11]2[cH:12][cH:13][cH:14][cH:15][cH:16]2)[cH:2][cH:3][cH:4][cH:5][cH:6]1. Yield: 68.9%. Reported procedure: To a solution of 5-bromo-3-(1-BOC-2-(S)-azetidinylmethoxy)pyridine from step 54b (1.03 g, 3.0 mmol) in acetonitrile (20 mL) and triethylamine (12.5 mL) was added 4-vinylpyridine (0.65 mL, 6 mmol), palladium acetate (125 mg, 0.56 mmol) and tri-o-tolylphosphine (625 mg). The mixture was heated at reflux for 16 hours. The solvent was removed, and the residue was washed with saturated sodium bicarbonate was added to free the amine, and the mixture was extracted with EtOAc, dried (MgSO4), and concent... The reactants are BrC=1C=C(C=NC1)OC[C@H]1N(CC1)C(=O)OC(C)(C)C (5-bromo-3-(1-BOC-2-(S)-azetidinylmethoxy)pyridine), C(=C)C1=CC=NC=C1 (4-vinylpyridine), C1(=C(C=CC=C1)P(C1=C(C=CC=C1)C)C1=C(C=CC=C1)C)C (tri-o-tolylphosphine). The reagents and catalysts are C(C)(=O)[O-].[Pd+2].C(C)(=O)[O-] (palladium acetate). Reaction SMILES: Br[C:2]1[CH:3]=[C:4]([O:8][CH2:9][C@@H:10]2[CH2:13][CH2:12][N:11]2[C:14]([O:16][C:17]([CH3:20])([CH3:19])[CH3:18])=[O:15])[CH:5]=[N:6][CH:7]=1.[CH:21]([C:23]1[CH:28]=[CH:27][N:26]=[CH:25][CH:24]=1)=[CH2:22].C1(C)C=CC=CC=1P(C1C=CC=CC=1C)C1C=CC=CC=1C>C(#N)C.C(N(CC)CC)C.C([O-])(=O)C.[Pd+2].C([O-])(=O)C>[N:26]1[CH:27]=[CH:28][C:23]([CH:21]=[CH:22][C:2]2[CH:3]=[C:4]([O:8][CH2:9][C@@H:10]3[CH2:13][CH2:12][N:11]3[C:14]([O:16][C:17]([CH3:20])([CH3:19])[CH3:18])=[O:15])[CH:5]=[N:6][CH:7]=2)=[CH:24][CH:25]=1 |f:5.6.7|. Run in C(C)#N (acetonitrile), C(C)N(CC)CC (triethylamine). The product is N1=CC=C(C=C1)C=CC=1C=C(C=NC1)OC[C@H]1N(CC1)C(=O)OC(C)(C)C (5-(2-(4-Pyridinyl)ethenyl)-3-(1-BOC-2-(S)-azetidinylmethoxy)pyridine). Procedure details: A 100 mL dry flask under a nitrogen atmosphere was charged with NaH (60% in mineral oil, 186 mg, 4.65 mmol). The NaH was washed with pentane (5 mL), THF (2 mL) was added, and the reaction was cooled to 0° C. The title compound from Example 21 (651 mg, 4.65 mmol) in THF (3 mL) was added dropwise, after which 15-crown-5 (1.41 mL, 7.12 mmol) was added. The reaction was allowed to warm to room temperature and stirred for 10 minutes, and then was cooled to 0° C. again. A solution of the title compoun... Solvent: C1CCOC1 (THF), C1CCOC1 (THF). Run at temperature 0 celsius, time 10 minute. Starting materials: FC(S(=O)(=O)O[C@@H]1C[C@@](O[C@@H](C1)CCCC=C)([C@H]1N(C(SC1)=O)CC1=CC=C(C=C1)OC)OC)(F)F ((2R,4S,6R)-2-Methoxy-2-((R)-3-(4-methoxybenzyl)-2-oxothiazolidin-4-yl)-6-(pent-4-enyl)-tetrahydro-2H-pyran-4-yl Trifluoromethanesulfonate), [H-].[Na+] (NaH), C/C(=C/C(=O)O)/CCC=C ((Z)-3-Methylhepta-2,6-dienoic Acid), C1COCCOCCOCCOCCO1 (15-crown-5). The product is C/C(=C/C(=O)O[C@H]1C[C@@](O[C@@H](C1)CCCC=C)([C@H]1N(C(SC1)=O)CC1=CC=C(C=C1)OC)OC)/CCC=C ((Z)-((2R,4R,6R)-2-Methoxy-2-((R)-3-(4-methoxybenzyl)-2-oxothiazolidin-4-yl)-6-(pent-4-enyl)-tetrahydro-2H-pyran-4-yl) 3-Methylhepta-2,6-dienoate). Reaction SMILES: [H-].[Na+].[CH3:3]/[C:4](/[CH2:9][CH2:10][CH:11]=[CH2:12])=[CH:5]/[C:6]([OH:8])=[O:7].C1OCCOCCOCCOCCOC1.FC(F)(F)S(O[C@H:34]1[CH2:39][C@@H:38]([CH2:40][CH2:41][CH2:42][CH:43]=[CH2:44])[O:37][C@@:36]([O:60][CH3:61])([C@@H:45]2[CH2:49][S:48][C:47](=[O:50])[N:46]2[CH2:51][C:52]2[CH:57]=[CH:56][C:55]([O:58][CH3:59])=[CH:54][CH:53]=2)[CH2:35]1)(=O)=O>C1COCC1>[CH3:3]/[C:4](/[CH2:9][CH2:10][CH:11]=[CH2:12])=[CH:5]/[C:6]([O:8][C@@H:34]1[CH2:39][C@@H:38]([CH2:40][CH2:41][CH2:42][CH:43]=[CH2:44])[O:37][C@@:36]([O:60][CH3:61])([C@@H:45]2[CH2:49][S:48][C:47](=[O:50])[N:46]2[CH2:51][C:52]2[CH:53]=[CH:54][C:55]([O:58][CH3:59])=[CH:56][CH:57]=2)[CH2:35]1)=[O:7] |f:0.1|.